From a dataset of the Open Reaction Database (ORD), a public repository of structured organic reaction records. describe an organic reaction: reactants, conditions, products, and yield The reactants are CCCCCCCC(=O)c1ccc(OC)c2ccccc12, COC(C)(C)C, CO, O=N[O-], [Na+], O, O=S(=O)(O)O. Product: CCCCCCC(=NO)C(=O)c1ccc(OC)c2ccccc12. As a reaction SMILES: [CH3:1][O:2][c:3]1[cH:4][cH:5][c:6]([C:13]([CH2:14][CH2:15][CH2:16][CH2:17][CH2:18][CH2:19][CH3:20])=[O:21])[c:7]2[cH:8][cH:9][cH:10][cH:11][c:12]12.[CH3:31][O:32][C:33]([CH3:34])([CH3:35])[CH3:36].[CH3:37][OH:38].[N:27](=[O:28])[O-:29].[Na+:30].[OH2:39].[S:22](=[O:23])(=[O:24])([OH:25])[OH:26]>>[CH3:1][O:2][c:3]1[cH:4][cH:5][c:6]([C:13]([C:14]([CH2:15][CH2:16][CH2:17][CH2:18][CH2:19][CH3:20])=[N:27][OH:28])=[O:21])[c:7]2[cH:8][cH:9][cH:10][cH:11][c:12]12.